This data is from the Open Reaction Database (ORD), a public repository of structured organic reaction records. The task is: describe an organic reaction: reactants, conditions, products, and yield The reactants are ice water, ClC=1N=NC(=CC1C)Cl (3,6-dichloro-4-methylpyridazine), C(CC(=O)OCC)(=O)OCC (diethyl malonate), C([O-])([O-])=O.[Cs+].[Cs+] (cesium carbonate). The solvent is CS(=O)C (dimethyl sulfoxide). Run at temperature 110 celsius, time 4 hour. The product is ClC1=CC(=C(N=N1)C(C(=O)OCC)C(=O)OCC)C (diethyl (6-chloro-4-methyl-3-pyridazinyl)malonate). Isolated yield 25.8%. As a reaction SMILES: Cl[C:2]1[N:3]=[N:4][C:5]([Cl:9])=[CH:6][C:7]=1[CH3:8].[C:10]([O:18][CH2:19][CH3:20])(=[O:17])[CH2:11][C:12]([O:14][CH2:15][CH3:16])=[O:13].C(=O)([O-])[O-].[Cs+].[Cs+]>CS(C)=O>[Cl:9][C:5]1[N:4]=[N:3][C:2]([CH:11]([C:12]([O:14][CH2:15][CH3:16])=[O:13])[C:10]([O:18][CH2:19][CH3:20])=[O:17])=[C:7]([CH3:8])[CH:6]=1 |f:2.3.4|. Procedure details: A mixture of 4.29 g of 3,6-dichloro-4-methylpyridazine, 8.80 g of diethyl malonate, 25 ml of dimethyl sulfoxide and 17.9 g of cesium carbonate was stirred for 4 hours at 110° C. under a nitrogen atmosphere. The reaction mixture was allowed to cool to room temperature, then, to this was added ice water and extracted with ethyl acetate. The organic layer was washed with saturated brine twice, and dried over anhydrous magnesium sulfate, then, concentrated under reduced pressure. 7.08 g of the resul... Reactants: ClC1=CC=C(C=C1)C1=CC(=C(S1)C(=O)OC)N=CN(C)C (methyl 5-(4-chlorophenyl)-3-(dimethylaminomethyleneamino)thiophene-2-carboxylate), Cl.NCCC1=CC=C(CN2C(CCC2)=O)C=C1 (1-[4-(2-aminoethyl)benzyl]pyrrolidin-2-one hydrochloride), C(C)(C)N(C(C)C)CC (N,N-diisopropylethylamine), C(C)O (ethanol). Solvent: C(C)(=O)OCC (ethyl acetate). Run at temperature 70 celsius, time 3 hour. Yields the product ClC1=CC=C(C=C1)C1=CC=2N=CN(C(C2S1)=O)CCC1=CC=C(C=C1)CN1C(CCC1)=O (6-(4-chlorophenyl)-3-(2-{4-[(2-oxopyrrolidin-1-yl)methyl]phenyl}ethyl)thieno[3,2-d]pyrimidin-4(3H)-one). Yield: 75.8%. RXN SMILES: [Cl:1][C:2]1[CH:7]=[CH:6][C:5]([C:8]2[S:12][C:11]([C:13]([O:15]C)=O)=[C:10]([N:17]=[CH:18][N:19]([CH3:21])C)[CH:9]=2)=[CH:4][CH:3]=1.Cl.NC[CH2:25][C:26]1[CH:38]=[CH:37][C:29]([CH2:30][N:31]2[CH2:35][CH2:34][CH2:33][C:32]2=[O:36])=[CH:28][CH:27]=1.C(N(CC)C(C)C)(C)C.C(O)C>C(OCC)(=O)C>[Cl:1][C:2]1[CH:3]=[CH:4][C:5]([C:8]2[S:12][C:11]3[C:13](=[O:15])[N:19]([CH2:21][CH2:25][C:26]4[CH:27]=[CH:28][C:29]([CH2:30][N:31]5[CH2:35][CH2:34][CH2:33][C:32]5=[O:36])=[CH:37][CH:38]=4)[CH:18]=[N:17][C:10]=3[CH:9]=2)=[CH:6][CH:7]=1 |f:1.2|. Procedure: A mixture of methyl 5-(4-chlorophenyl)-3-(dimethylaminomethyleneamino)thiophene-2-carboxylate (0.1 g), 1-[4-(2-aminoethyl)benzyl]pyrrolidin-2-one hydrochloride (87 mg), N,N-diisopropylethylamine (44 mg) and ethanol (2 ml) was stirred at 70° C. for 3 hr. The reaction mixture was allowed to cool, ethyl acetate was added, and the precipitate was collected by filtration to give the title compound (109 mg) as a colorless powder.